Dataset: the Open Reaction Database (ORD), a public repository of structured organic reaction records. Task: describe an organic reaction: reactants, conditions, products, and yield The reactants are BrC=1C=NC(=NC1)N1C=C(C2=CC=C(C=C12)C(=O)N1CCOCC1)CO ((1-(5-Bromopyrimidin-2-yl)-3-(hydroxymethyl)-1H-indol-6-yl)(morpholino)methanone), FC1=C(C=CC=C1)B(O)O ((2-fluorophenyl)boronic acid). Product: FC1=C(C=CC=C1)C=1C=NC(=NC1)N1C=C(C2=CC=C(C=C12)C(=O)N1CCOCC1)CO ((1-(5-(2-Fluorophenyl)pyrimidin-2-yl)-3-(hydroxymethyl)-1H-indol-6-yl)(morpholino)methanone). RXN SMILES: Br[C:2]1[CH:3]=[N:4][C:5]([N:8]2[C:16]3[C:11](=[CH:12][CH:13]=[C:14]([C:17]([N:19]4[CH2:24][CH2:23][O:22][CH2:21][CH2:20]4)=[O:18])[CH:15]=3)[C:10]([CH2:25][OH:26])=[CH:9]2)=[N:6][CH:7]=1.[F:27][C:28]1[CH:33]=[CH:32][CH:31]=[CH:30][C:29]=1B(O)O>>[F:27][C:28]1[CH:33]=[CH:32][CH:31]=[CH:30][C:29]=1[C:2]1[CH:3]=[N:4][C:5]([N:8]2[C:16]3[C:11](=[CH:12][CH:13]=[C:14]([C:17]([N:19]4[CH2:24][CH2:23][O:22][CH2:21][CH2:20]4)=[O:18])[CH:15]=3)[C:10]([CH2:25][OH:26])=[CH:9]2)=[N:6][CH:7]=1. Reported procedure: Prepared from 27c) (400 mg, 0.959 mmol, 1.0 eq) and (2-fluorophenyl)boronic acid (133 mg, 0.959 mmol, 1.0 eq) according to general procedure 1. White solid. Yield: 230 mg (55% of theory). Melting range: 190-194° C. HPLC (method 1): Rt=9.69 min. Mass spectroscopy: m/z: [M+H]+=433.0